This data is from the Open Reaction Database (ORD), a public repository of structured organic reaction records. The task is: describe an organic reaction: reactants, conditions, products, and yield The reactants are CN(C)C=O, CCOC(=O)CCl, CC1NC(=O)NN=C1c1ccc(O)c(Cl)c1, [H-], [Na+]. The product is CCOC(=O)COc1ccc(C2=NNC(=O)NC2C)cc1Cl. RXN SMILES: [CH3:26][N:27]([CH3:28])[CH:29]=[O:30].[Cl:19][CH2:20][C:21](=[O:22])[O:23][CH2:24][CH3:25].[Cl:1][c:2]1[cH:3][c:4]([C:9]2=[N:14][NH:13][C:12](=[O:15])[NH:11][CH:10]2[CH3:16])[cH:5][cH:6][c:7]1[OH:8].[H-:17].[Na+:18]>>[Cl:1][c:2]1[cH:3][c:4]([C:9]2=[N:14][NH:13][C:12](=[O:15])[NH:11][CH:10]2[CH3:16])[cH:5][cH:6][c:7]1[O:8][CH2:20][C:21](=[O:22])[O:23][CH2:24][CH3:25].